This data is from the Open Reaction Database (ORD), a public repository of structured organic reaction records. The task is: describe an organic reaction: reactants, conditions, products, and yield The solvent is CO (methanol), O (water). Procedure: Into a 50-mL round-bottom flask, was placed a solution of methyl 3-(azepan-1-yl)-2-phenylquinoxaline-6-carboxylate (132.4 mg, 0.37 mmol, 1.00 equiv) in methanol (15 mL), a solution of sodium hydroxide (73.4 mg, 1.83 mmol, 5.00 equiv) in water (2 mL). The resulting solution was stirred overnight at 50° C. in an oil bath. The pH value of the solution was adjusted to 3-4 with 1N hydrogen chloride. The resulting mixture was concentrated under vacuum. The resulting mixture was washed with methanol. T... Yields the product N1(CCCCCC1)C=1C(=NC2=CC=C(C=C2N1)C(=O)O)C1=CC=CC=C1 (3-(Azepan-1-yl)-2-phenylquinoxaline-6-carboxylic acid). Reaction SMILES: [N:1]1([C:8]2[C:9]([C:22]3[CH:27]=[CH:26][CH:25]=[CH:24][CH:23]=3)=[N:10][C:11]3[C:16]([N:17]=2)=[CH:15][C:14]([C:18]([O:20]C)=[O:19])=[CH:13][CH:12]=3)[CH2:7][CH2:6][CH2:5][CH2:4][CH2:3][CH2:2]1.[OH-].[Na+].Cl>CO.O>[N:1]1([C:8]2[C:9]([C:22]3[CH:23]=[CH:24][CH:25]=[CH:26][CH:27]=3)=[N:10][C:11]3[C:16]([N:17]=2)=[CH:15][C:14]([C:18]([OH:20])=[O:19])=[CH:13][CH:12]=3)[CH2:7][CH2:6][CH2:5][CH2:4][CH2:3][CH2:2]1 |f:1.2|. Reactants: N1(CCCCCC1)C=1C(=NC2=CC=C(C=C2N1)C(=O)OC)C1=CC=CC=C1 (methyl 3-(azepan-1-yl)-2-phenylquinoxaline-6-carboxylate), [OH-].[Na+] (sodium hydroxide), Cl (hydrogen chloride). Conditions: temperature 50 celsius, time 8 hour. The reactants are ClCCl, OC(Cn1c(-c2ccc(Cl)cc2)nc2cccnc21)c1ccccc1, O=[Cr](=O)([O-])Cl, c1cc[nH+]cc1. Yields the product O=C(Cn1c(-c2ccc(Cl)cc2)nc2cccnc21)c1ccccc1. As a reaction SMILES: [CH2:37]([Cl:38])[Cl:39].[Cl:1][c:2]1[cH:3][cH:4][c:5](-[c:8]2[n:9][c:10]3[c:11]([n:12][cH:13][cH:14][cH:15]3)[n:16]2[CH2:17][CH:18]([OH:19])[c:20]2[cH:21][cH:22][cH:23][cH:24][cH:25]2)[cH:6][cH:7]1.[O:26]=[Cr:27]([Cl:28])([O-:29])=[O:30].[nH+:31]1[cH:32][cH:33][cH:34][cH:35][cH:36]1>>[Cl:1][c:2]1[cH:3][cH:4][c:5](-[c:8]2[n:9][c:10]3[c:11]([n:12][cH:13][cH:14][cH:15]3)[n:16]2[CH2:17][C:18](=[O:19])[c:20]2[cH:21][cH:22][cH:23][cH:24][cH:25]2)[cH:6][cH:7]1. Product: COC=1C=C2CCOC(C2=CC1OC)CCCl (6,7-dimethoxy-1-(2-chloroethyl)isochroman). Conditions: time 2 hour. Reaction SMILES: [CH3:1][O:2][C:3]1[CH:4]=[C:5]([CH:9]=[CH:10][C:11]=1[O:12][CH3:13])[CH2:6][CH2:7][OH:8].C(OC(OCC)[CH:18]([Cl:20])[CH3:19])C.[N+]([CH3:27])([O-])=O>B(F)(F)F>[CH3:1][O:2][C:3]1[CH:4]=[C:5]2[C:9](=[CH:10][C:11]=1[O:12][CH3:13])[CH:27]([CH2:19][CH2:18][Cl:20])[O:8][CH2:7][CH2:6]2. Run in B(F)(F)F (BF3). Reactants: COC=1C=C(CCO)C=CC1OC (3,4-dimethoxyphenethyl alcohol), C(C)OC(C(C)Cl)OCC (chloropropionaldehyde diethyl acetal), [N+](=O)([O-])C (nitromethane). Reported procedure: To a solution of 3,4-dimethoxyphenethyl alcohol (110 g, 1.233 mole) and chloropropionaldehyde diethyl acetal (40 ml) in 240 ml of nitromethane, 8 ml of BF3 etherate is added. The mixture is stirred for 2 hours at room temperature under N2. This, after work up from water and extracting with methylene chloride gives a yellow oil. This, after column chromatography (silica gel), gives 45 g (oil) of 6,7-dimethoxy-1-(2-chloroethyl)isochroman which is crystallized from ether/pet. ether to give 41 g (70... Reactants: C(CCC)C1=CC(=C(C=C1)NCC(C)C)C ((4-butyl-2-methylphenyl)(2-methylpropyl)amine), ClS(=O)(=O)C1=CC(=C(C=C1)OCC(=O)O)C ({[4-(chlorosulfonyl)-2-methylphenyl]oxy}acetic acid). Solvent: N1=CC=CC=C1 (pyridine), CO (MeOH), CS(=O)C (DMSO). Run at time 2 hour. Product: C(CCC)C1=CC(=C(C=C1)N(S(=O)(=O)C1=CC(=C(OCC(=O)O)C=C1)C)CC(C)C)C (2-(4-(N-(4-butyl-2-methylphenyl)-N-isobutylsulfamoyl)-2-methylphenoxy)acetic acid). As a reaction SMILES: [CH2:1]([C:5]1[CH:10]=[CH:9][C:8]([NH:11][CH2:12][CH:13]([CH3:15])[CH3:14])=[C:7]([CH3:16])[CH:6]=1)[CH2:2][CH2:3][CH3:4].Cl[S:18]([C:21]1[CH:26]=[CH:25][C:24]([O:27][CH2:28][C:29]([OH:31])=[O:30])=[C:23]([CH3:32])[CH:22]=1)(=[O:20])=[O:19]>N1C=CC=CC=1.CO.CS(C)=O>[CH2:1]([C:5]1[CH:10]=[CH:9][C:8]([N:11]([CH2:12][CH:13]([CH3:15])[CH3:14])[S:18]([C:21]2[CH:26]=[CH:25][C:24]([O:27][CH2:28][C:29]([OH:31])=[O:30])=[C:23]([CH3:32])[CH:22]=2)(=[O:20])=[O:19])=[C:7]([CH3:16])[CH:6]=1)[CH2:2][CH2:3][CH3:4]. Procedure: To (4-butyl-2-methylphenyl)(2-methylpropyl)amine (21.94 mg, 0.100 mmol) in pyridine (1 mL) was added {[4-(chlorosulfonyl)-2-methylphenyl]oxy}acetic acid (26.5 mg, 0.100 mmol) and reaction stood for 2 hours at room temperature. The sample was then dissolved in a 1:1 mixture of MeOH and DMSO and purified by MDAP Method A2, to provide the desired product, 11 mg. LCMS (M+1) 448, RT 1.44 mins. Reactants: C(C)(C)(C)OC(=O)N1C[C@H](C[C@H](C1)C(N(CC1=CN(C2=CC=CC=C12)CCCOC)C1CC1)=O)N ((3S*,5R*)-3-Amino-5-{cyclopropyl-[1-(3-methoxy-propyl)-1H-indol-3-ylmethyl]-carbamoyl}-piperidine-1-carboxylic acid tert-butyl ester), Cl35, N1=C(C=CC=C1C)C (2,6-lutidine), ClC1=NC=NC(=C1)Cl (4,6-dichloropyrimidine), [Si](C)(C)(C)OS(=O)(=O)C(F)(F)F (TMSOTf). Solvent: CC#N (CH3CN), CC#N (CH3CN), CC#N (CH3CN). Product: C1(CC1)N(C(=O)[C@H]1CNC[C@H](C1)NC1=NC=NC(=C1)Cl)CC1=CN(C2=CC=CC=C12)CCCOC ((3R*,5S*)-5-(6-Chloro-pyrimidin-4-ylamino)-piperidine-3-carboxylic acid cyclopropyl-[1-(3-methoxy-propyl)-1H-indol-3-ylmethyl]-amide). RXN SMILES: C(OC([N:8]1[CH2:13][C@H:12]([C:14](=[O:34])[N:15]([CH:31]2[CH2:33][CH2:32]2)[CH2:16][C:17]2[C:25]3[C:20](=[CH:21][CH:22]=[CH:23][CH:24]=3)[N:19]([CH2:26][CH2:27][CH2:28][O:29][CH3:30])[CH:18]=2)[CH2:11][C@H:10]([NH2:35])[CH2:9]1)=O)(C)(C)C.Cl[C:37]1[CH:42]=[C:41]([Cl:43])[N:40]=[CH:39][N:38]=1.[Si](OS(C(F)(F)F)(=O)=O)(C)(C)C.N1C(C)=CC=CC=1C>CC#N>[CH:31]1([N:15]([CH2:16][C:17]2[C:25]3[C:20](=[CH:21][CH:22]=[CH:23][CH:24]=3)[N:19]([CH2:26][CH2:27][CH2:28][O:29][CH3:30])[CH:18]=2)[C:14]([C@@H:12]2[CH2:11][C@H:10]([NH:35][C:37]3[CH:42]=[C:41]([Cl:43])[N:40]=[CH:39][N:38]=3)[CH2:9][NH:8][CH2:13]2)=[O:34])[CH2:32][CH2:33]1. Procedure: The title compound is prepared analogously as described in Example 154 using (3S*,5R*)-3-Amino-5-{cyclopropyl-[1-(3-methoxy-propyl)-1H-indol-3-ylmethyl]-carbamoyl}-piperidine-1-carboxylic acid tert-butyl ester and 4,6-dichloropyrimidine followed by deprotection of Boc using TMSOTf and 2,6-lutidine. MS: 497 (Cl35) [M+H]+; tR (HPLC, ACQUITY UPLC™ BEH C18 1.7 μm, 50×2.1 mm; 5% CH3CN+0.1% TFA/H2O+0.1% TFA for 0.5 min then 5-100% CH3CN+0.1% TFA/H2O+0.1% TFA for 5 min then 100% CH3CN+0.1% TFA for 1.5 ... Starting materials: [OH-].[Na+] (sodium hydroxide), Cl.COCCOC=1C=C2C(=NC=NC2=CC1OCCOC)NC=1C=C(C=CC1)C#CC(C)(O)C (4-[3-[[6,7-Bis(2-methoxyethoxy]-4-quinazolinyl]amino]phenyl]-2-methyl-3-butyn-2-ol, monohydrochloride), resultant mixture, O (water), [OH-].[Na+] (sodium hydroxide), Cl (hydrochloric acid). Solvent: C(CCC)O (butan-1-ol), C(CCC)O (butan-1-ol), C(CCC)O (butan-1-ol). Reaction conditions: time 8 hour. Product: Cl.C(#C)C=1C=C(C=CC1)NC1=NC=NC2=CC(=C(C=C12)OCCOC)OCCOC (N-(3-ethynylphenyl)-6,7-bis(2-methoxyethoxy)-4-quinazolinamine, monohydrochloride). RXN SMILES: [ClH:1].[CH3:2][O:3][CH2:4][CH2:5][O:6][C:7]1[CH:8]=[C:9]2[C:14](=[CH:15][C:16]=1[O:17][CH2:18][CH2:19][O:20][CH3:21])[N:13]=[CH:12][N:11]=[C:10]2[NH:22][C:23]1[CH:24]=[C:25]([C:29]#[C:30]C(C)(O)C)[CH:26]=[CH:27][CH:28]=1.O.[OH-].[Na+].Cl>C(O)CCC>[ClH:1].[C:29]([C:25]1[CH:24]=[C:23]([NH:22][C:10]2[C:9]3[C:14](=[CH:15][C:16]([O:17][CH2:18][CH2:19][O:20][CH3:21])=[C:7]([O:6][CH2:5][CH2:4][O:3][CH3:2])[CH:8]=3)[N:13]=[CH:12][N:11]=2)[CH:28]=[CH:27][CH:26]=1)#[CH:30] |f:0.1,3.4,7.8|. Reported procedure: 4-[3-[[6,7-Bis(2-methoxyethoxy]-4-quinazolinyl]amino]phenyl]-2-methyl-3-butyn-2-ol, monohydrochloride, prepared as described above (32.34 g, 66.3 mmol), water (300 mL) and butan-1-ol (600 mL) were stirred together at room temperature to form a mixture. The pH of the mixture was adjusted to pH 10-12 with 50% aqueous sodium hydroxide solution to give two clear layers. The organic layer was separated from the aqueous layer and concentrated under atmospheric pressure, so that water was azeotropicall... Reactants: N1C=NC=C1 (imidazole), C(=O)([O-])[O-].[K+].[K+] (K2CO3), BrCC1=NOC(=C1)C=1SC(=CC1)Cl (3-bromomethyl-5-(5-chloro-thiophen-2-yl)-isoxazole). The reagents and catalysts are [Br-].C(CCCCCCCCCCCCCCC)[P+](C)(C)C (n-hexadecyltrimethylphosphonium bromide). Solvent: CC#N (MeCN), C(Cl)Cl (DCM). Run at temperature 70 celsius, time 3 hour. Yields the product ClC1=CC=C(S1)C1=CC(=NO1)CN1C=NC=C1 (5-(5-Chloro-thiophen-2-yl)-3-imidazol-1-ylmethyl-isoxazole). The yield is 115.4%. Reaction SMILES: [NH:1]1[CH:5]=[CH:4][N:3]=[CH:2]1.C([O-])([O-])=O.[K+].[K+].Br[CH2:13][C:14]1[CH:18]=[C:17]([C:19]2[S:20][C:21]([Cl:24])=[CH:22][CH:23]=2)[O:16][N:15]=1>CC#N.C(Cl)Cl.[Br-].C([P+](C)(C)C)CCCCCCCCCCCCCCC>[Cl:24][C:21]1[S:20][C:19]([C:17]2[O:16][N:15]=[C:14]([CH2:13][N:1]3[CH:5]=[CH:4][N:3]=[CH:2]3)[CH:18]=2)=[CH:23][CH:22]=1 |f:1.2.3,7.8|. Procedure details: To a solution of imidazole (34 mg) in MeCN (3 mL) was added K2CO3 (138 mg), n-hexadecyltrimethylphosphonium bromide (1 mg) and 3-bromomethyl-5-(5-chloro-thiophen-2-yl)-isoxazole (139 mg). The mixture was stirred for 3 h at 70° C. After cooling to RT the reaction mixture was diluted with DCM (5 mL) and filtered. The filtrate was concentrated in vacuo to give crude 5-(5-Chloro-thiophen-2-yl)-3-imidazol-1-ylmethyl-isoxazole (153 mg) which was used in the next step without further purification. The reactants are N1=C(C=CC2=CC=CC=C12)N1CCN(CC1)CCCN1C(C2=CC=CC=C2C1=O)=O (2-[3-(4-quinolin-2-ylpiperazin-1-yl)propyl]isoindol-1,3-dione), O.NN (hydrazine monohydrate). Run in C(C)O (ethanol), C(C)O (ethanol). The product is N1=C(C=CC2=CC=CC=C12)N1CCN(CC1)CCCN (3-(4-quinolin-2-ylpiperazin-1-yl)propylamine). Isolated yield 96.5%. Reaction SMILES: [N:1]1[C:10]2[C:5](=[CH:6][CH:7]=[CH:8][CH:9]=2)[CH:4]=[CH:3][C:2]=1[N:11]1[CH2:16][CH2:15][N:14]([CH2:17][CH2:18][CH2:19][N:20]2C(=O)C3C(=CC=CC=3)C2=O)[CH2:13][CH2:12]1.O.NN>C(O)C>[N:1]1[C:10]2[C:5](=[CH:6][CH:7]=[CH:8][CH:9]=2)[CH:4]=[CH:3][C:2]=1[N:11]1[CH2:12][CH2:13][N:14]([CH2:17][CH2:18][CH2:19][NH2:20])[CH2:15][CH2:16]1 |f:1.2|. Reported procedure: To a solution of 1.52 g of 2-[3-(4-quinolin-2-ylpiperazin-1-yl)propyl]isoindol-1,3-dione in 30 ml of ethanol, another solution of 1.50 g of hydrazine monohydrate in 10 ml of ethanol was added, and heated under reflux for 7 hours. Cooling the reaction mixture, insoluble matter was separated by filtration, and the solvent was distilled off under reduced pressure. The residue was made alkaline with 5N-sodium hydroxide, extracted with chloroform, washed with saturated brine and dried over anhydrous ... Reactants: ClC=1C=CC(=C(C1)C1=CC(N(C=C1OC)C(C(=O)OC(C)(C)C)CC1COCC1)=O)C#N (tert-butyl 2-[4-(5-chloro-2-cyanophenyl)-5-methoxy-2-oxopyridin-1(2H)-yl]-3-(tetrahydrofuran-3-yl)propanoate), C(=O)(C(F)(F)F)O (TFA). Product: ClC=1C=CC(=C(C1)C1=CC(N(C=C1OC)C(C(=O)O)CC1COCC1)=O)C#N (2-[4-(5-Chloro-2-cyanophenyl)-5-methoxy-2-oxopyridin-1(2H)-yl]-3-(tetrahydrofuran-3-yl)propanoic acid). As a reaction SMILES: [Cl:1][C:2]1[CH:3]=[CH:4][C:5]([C:31]#[N:32])=[C:6]([C:8]2[C:13]([O:14][CH3:15])=[CH:12][N:11]([CH:16]([CH2:24][CH:25]3[CH2:29][CH2:28][O:27][CH2:26]3)[C:17]([O:19]C(C)(C)C)=[O:18])[C:10](=[O:30])[CH:9]=2)[CH:7]=1.C(O)(C(F)(F)F)=O>>[Cl:1][C:2]1[CH:3]=[CH:4][C:5]([C:31]#[N:32])=[C:6]([C:8]2[C:13]([O:14][CH3:15])=[CH:12][N:11]([CH:16]([CH2:24][CH:25]3[CH2:29][CH2:28][O:27][CH2:26]3)[C:17]([OH:19])=[O:18])[C:10](=[O:30])[CH:9]=2)[CH:7]=1. Reported procedure: 930 mg (2.0 mmol) of tert-butyl 2-[4-(5-chloro-2-cyanophenyl)-5-methoxy-2-oxopyridin-1(2H)-yl]-3-(tetrahydrofuran-3-yl)propanoate (mixture of racemic diastereomers) were hydrolysed with TFA according to General Method 6A. Yield: 974 mg (purity 94%, quant.) Starting materials: CN=C=O, CCCCC, CN(C)C=O, [H-], [Na+], C1=Nc2noc3cccc(c23)OC1. Product: CNC(=O)c1ccc2onc3c2c1OCC=N3. As a reaction SMILES: [CH3:16][N:17]=[C:18]=[O:19].[CH3:20][CH2:21][CH2:22][CH2:23][CH3:24].[CH3:25][N:26]([CH3:27])[CH:28]=[O:29].[H-:14].[Na+:15].[cH:1]1[cH:2][cH:3][c:4]2[c:5]3[c:6]([n:11][o:12][c:13]13)[N:7]=[CH:8][CH2:9][O:10]2>>[cH:1]1[cH:2][c:3]([C:18]([NH:17][CH3:16])=[O:19])[c:4]2[c:5]3[c:6]([n:11][o:12][c:13]13)[N:7]=[CH:8][CH2:9][O:10]2.